From a dataset of the Open Reaction Database (ORD), a public repository of structured organic reaction records. describe an organic reaction: reactants, conditions, products, and yield Reactants: CC(C)(C)OC(=O)N1CCN(c2ccc(Nc3ncc(Br)n4ncnc34)cc2)C(=O)C1, ClCCl, O=C(O)C(F)(F)F, [Na+], O=C([O-])O. Yields the product O=C1CNCCN1c1ccc(Nc2ncc(Br)n3ncnc23)cc1. Reaction SMILES: [C:1]([O:2][C:3](=[O:4])[N:8]1[CH2:9][C:10](=[O:31])[N:11]([c:14]2[cH:15][cH:16][c:17]([NH:20][c:21]3[c:22]4[n:23]([c:24]([Br:27])[cH:25][n:26]3)[n:28][cH:29][n:30]4)[cH:18][cH:19]2)[CH2:12][CH2:13]1)([CH3:5])([CH3:6])[CH3:7].[Cl:44][CH2:45][Cl:46].[F:32][C:33]([F:34])([F:35])[C:36]([OH:37])=[O:38].[Na+:43].[O-:39][C:40]([OH:41])=[O:42]>>[NH:8]1[CH2:9][C:10](=[O:31])[N:11]([c:14]2[cH:15][cH:16][c:17]([NH:20][c:21]3[c:22]4[n:23]([c:24]([Br:27])[cH:25][n:26]3)[n:28][cH:29][n:30]4)[cH:18][cH:19]2)[CH2:12][CH2:13]1. The reactants are [H-], O=c1c(I)c(-c2ccccc2)oc2c1ccc1cn[nH]c12, CI, [Na+], CN(C)C=O. Product: Cn1ncc2ccc3c(=O)c(I)c(-c4ccccc4)oc3c21. RXN SMILES: [H-:22].[I:1][c:2]1[c:3](=[O:21])[c:4]2[cH:5][cH:6][c:7]3[c:8]([c:9]2[o:10][c:11]1-[c:12]1[cH:13][cH:14][cH:15][cH:16][cH:17]1)[nH:18][n:19][cH:20]3.[I:24][CH3:25].[Na+:23].[O:26]=[CH:27][N:28]([CH3:29])[CH3:30]>>[I:1][c:2]1[c:3](=[O:21])[c:4]2[cH:5][cH:6][c:7]3[c:8]([c:9]2[o:10][c:11]1-[c:12]1[cH:13][cH:14][cH:15][cH:16][cH:17]1)[n:18]([CH3:25])[n:19][cH:20]3. The reactants are S1C=C(C2=C1C=CC=C2)CCOCCN2C[C@@H](CC2)O ((3R)-1-(2-(2-(1-benzothiophene-3-yl)ethoxy)ethyl)-3-pyrrolidinol), Cl (hydrogen chloride). Run in C(C)(=O)OCC (ethyl acetate), C(C)(=O)OCC (ethyl acetate). Reaction conditions: time 1 hour. The product is Cl.S1C=C(C2=C1C=CC=C2)CCOCCN2C[C@@H](CC2)O ((3R)-1-(2-(2-(1-benzothiophene-3-yl)ethoxy)ethyl)-3-pyrrolidinol hydrochloride). RXN SMILES: [S:1]1[C:5]2[CH:6]=[CH:7][CH:8]=[CH:9][C:4]=2[C:3]([CH2:10][CH2:11][O:12][CH2:13][CH2:14][N:15]2[CH2:19][CH2:18][C@@H:17]([OH:20])[CH2:16]2)=[CH:2]1.[ClH:21]>C(OCC)(=O)C>[ClH:21].[S:1]1[C:5]2[CH:6]=[CH:7][CH:8]=[CH:9][C:4]=2[C:3]([CH2:10][CH2:11][O:12][CH2:13][CH2:14][N:15]2[CH2:19][CH2:18][C@@H:17]([OH:20])[CH2:16]2)=[CH:2]1 |f:3.4|. Procedure details: 0.99 g of (3R)-1-(2-(2-(1-benzothiophene-3-yl)ethoxy)ethyl)-3-pyrrolidinol was dissolved in 5.0 ml of ethyl acetate. Thereafter, 1.10 ml of an ethyl acetate solution containing 3.25 mol/l dry hydrogen chloride was added to the obtained solution, and the obtained mixture was then stirred at a room temperature for 1 hour. Thereafter, the solvent was distilled away under a reduced pressure, so as to obtain 1.05 g of a light yellow oil product, (3R)-1-(2-(2-(1-benzothiophene-3-yl)ethoxy)ethyl)-3-pyr...